Dataset: the Open Reaction Database (ORD), a public repository of structured organic reaction records. Task: describe an organic reaction: reactants, conditions, products, and yield The reactants are O=C(Cl)CCBr, O=C([O-])[O-], CC(C)(C)c1ccccc1N, ClCCl, [K+], [K+], O. Product: CC(C)(C)c1ccccc1NC(=O)CCBr. RXN SMILES: [Br:18][CH2:19][CH2:20][C:21](=[O:22])[Cl:23].[C:12](=[O:13])([O-:14])[O-:15].[C:1]([CH3:2])([CH3:3])([CH3:4])[c:5]1[c:6]([NH2:7])[cH:8][cH:9][cH:10][cH:11]1.[Cl:25][CH2:26][Cl:27].[K+:16].[K+:17].[OH2:24]>>[C:1]([CH3:2])([CH3:3])([CH3:4])[c:5]1[c:6]([NH:7][C:21]([CH2:20][CH2:19][Br:18])=[O:22])[cH:8][cH:9][cH:10][cH:11]1. The product is COC(=O)C1=C(c2ccccc2NC(=O)C(C)(C)C)COC1. Starting materials: CC(C)(C)C(=O)Nc1ccccc1OB(O)O, O=C([O-])[O-], COC(=O)C1=C(OS(=O)(=O)C(F)(F)F)COC1, COCCOC, CCOC(C)=O, [Na+], [Na+], c1ccc(P(c2ccccc2)(c2ccccc2)[Pd](P(c2ccccc2)(c2ccccc2)c2ccccc2)(P(c2ccccc2)(c2ccccc2)c2ccccc2)P(c2ccccc2)(c2ccccc2)c2ccccc2)cc1. Reaction SMILES: [C:1]([C:2]([CH3:3])([CH3:4])[CH3:5])(=[O:6])[NH:7][c:8]1[c:9]([O:14][B:15]([OH:16])[OH:17])[cH:10][cH:11][cH:12][cH:13]1.[C:35](=[O:36])([O-:37])[O-:38].[CH3:18][O:19][C:20](=[O:21])[C:22]1=[C:23]([O:27][S:28]([C:29]([F:30])([F:31])[F:32])(=[O:33])=[O:34])[CH2:24][O:25][CH2:26]1.[CH3:41][O:42][CH2:43][CH2:44][O:45][CH3:46].[CH3:47][CH2:48][O:49][C:50](=[O:51])[CH3:52].[Na+:39].[Na+:40].[cH:53]1[cH:54][cH:55][c:56]([P:57]([Pd:58]([P:59]([c:60]2[cH:61][cH:62][cH:63][cH:64][cH:65]2)([c:66]2[cH:67][cH:68][cH:69][cH:70][cH:71]2)[c:72]2[cH:73][cH:74][cH:75][cH:76][cH:77]2)([P:78]([c:79]2[cH:80][cH:81][cH:82][cH:83][cH:84]2)([c:85]2[cH:86][cH:87][cH:88][cH:89][cH:90]2)[c:91]2[cH:92][cH:93][cH:94][cH:95][cH:96]2)[P:97]([c:98]2[cH:99][cH:100][cH:101][cH:102][cH:103]2)([c:104]2[cH:105][cH:106][cH:107][cH:108][cH:109]2)[c:110]2[cH:111][cH:112][cH:113][cH:114][cH:115]2)([c:116]2[cH:117][cH:118][cH:119][cH:120][cH:121]2)[c:122]2[cH:123][cH:124][cH:125][cH:126][cH:127]2)[cH:128][cH:129]1>>[C:1]([C:2]([CH3:3])([CH3:4])[CH3:5])(=[O:6])[NH:7][c:8]1[c:9]([C:23]2=[C:22]([C:20]([O:19][CH3:18])=[O:21])[CH2:26][O:25][CH2:24]2)[cH:10][cH:11][cH:12][cH:13]1.